Dataset: the Open Reaction Database (ORD), a public repository of structured organic reaction records. Task: describe an organic reaction: reactants, conditions, products, and yield Starting materials: C1CCOC1, [N-]=[N+]=NCCCC1(c2ccccc2)SC(c2cc(F)ccc2F)=NN1C(=S)NC(=O)c1ccccc1, NN. Yields the product [N-]=[N+]=NCCCC1(c2ccccc2)SC(c2cc(F)ccc2F)=NN1C(N)=S. As a reaction SMILES: [CH2:39]1[O:40][CH2:41][CH2:42][CH2:43]1.[N:1](=[N+:2]=[N-:3])[CH2:4][CH2:5][CH2:6][C:7]1([c:31]2[cH:32][cH:33][cH:34][cH:35][cH:36]2)[S:8][C:9]([c:23]2[c:24]([F:30])[cH:25][cH:26][c:27]([F:29])[cH:28]2)=[N:10][N:11]1[C:12](=[S:13])[NH:14][C:15](=[O:16])[c:17]1[cH:18][cH:19][cH:20][cH:21][cH:22]1.[NH2:37][NH2:38]>>[N:1](=[N+:2]=[N-:3])[CH2:4][CH2:5][CH2:6][C:7]1([c:31]2[cH:32][cH:33][cH:34][cH:35][cH:36]2)[S:8][C:9]([c:23]2[c:24]([F:30])[cH:25][cH:26][c:27]([F:29])[cH:28]2)=[N:10][N:11]1[C:12](=[S:13])[NH2:14]. Starting materials: FC(C(=C(C(F)(F)F)Cl)Cl)(F)F (1,1,1,4,4,4-hexafluoro-2,3-dichloro-2-butene), [OH-].[Na+] (sodium hydroxide), [H][H] (hydrogen). Reagents/catalysts: [Pd] (palladium on carbon). Solvent: O1CCCC1 (tetrahydrofuran). The product is FC(CCC(F)(F)F)(F)F (1,1,1,4,4,4-hexafluorobutane). Isolated yield 48.2%. Reaction SMILES: [F:1][C:2]([F:12])([F:11])[C:3](Cl)=[C:4](Cl)[C:5]([F:8])([F:7])[F:6].[OH-].[Na+].[H][H]>O1CCCC1.[Pd]>[F:1][C:2]([F:12])([F:11])[CH2:3][CH2:4][C:5]([F:8])([F:7])[F:6] |f:1.2|. Reported procedure: To 1,1,1,4,4,4-hexafluoro-2,3-dichloro-2-butene (23.5 g, 0.1 mole) in 50 ml tetrahydrofuran were added sodium hydroxide (8.5 g) and as catalyst 5% by weight palladium on carbon (3 g). This mixture was hydrogenated with hydrogen at temperatures of 20 to 40° C. under pressures of 20 to 40 bar. The reaction mixture was worked up as in Example B, producing 8.0 g (75% of theory) of 1,1,1,4,4,4-hexafluorobutane. The reactants are BrB(Br)Br, ClCCl, Cl, CC(C)Oc1c(F)cc(CN2C(=O)C(C)(C)c3cc4nc(NC(=O)c5ccccc5)[nH]c4cc32)cc1F. Product: CC1(C)C(=O)N(Cc2cc(F)c(O)c(F)c2)c2cc3[nH]c(NC(=O)c4ccccc4)nc3cc21. As a reaction SMILES: [B:38]([Br:39])([Br:40])[Br:41].[Cl:43][CH2:44][Cl:45].[ClH:42].[F:1][c:2]1[cH:3][c:4]([CH2:5][N:6]2[C:7](=[O:29])[C:8]([CH3:27])([CH3:28])[c:9]3[cH:10][c:11]4[c:12]([cH:13][c:14]32)[nH:15][c:16]([NH:18][C:19]([c:20]2[cH:21][cH:22][cH:23][cH:24][cH:25]2)=[O:26])[n:17]4)[cH:30][c:31]([F:37])[c:32]1[O:33][CH:34]([CH3:35])[CH3:36]>>[F:1][c:2]1[cH:3][c:4]([CH2:5][N:6]2[C:7](=[O:29])[C:8]([CH3:27])([CH3:28])[c:9]3[cH:10][c:11]4[c:12]([cH:13][c:14]32)[nH:15][c:16]([NH:18][C:19]([c:20]2[cH:21][cH:22][cH:23][cH:24][cH:25]2)=[O:26])[n:17]4)[cH:30][c:31]([F:37])[c:32]1[OH:33]. Reaction SMILES: CN1CCOCC1.[NH:8]1[CH2:15][CH2:14][CH2:13][C@H:9]1[C:10]([OH:12])=[O:11].[NH:16]([C:28]([O:30][C:31]([CH3:34])([CH3:33])[CH3:32])=[O:29])[CH2:17][C:18](ON1C(=O)CCC1=O)=[O:19]>CN(C=O)C>[NH:16]([C:28]([O:30][C:31]([CH3:34])([CH3:33])[CH3:32])=[O:29])[CH2:17][C:18]([N:8]1[CH2:15][CH2:14][CH2:13][C@H:9]1[C:10]([OH:12])=[O:11])=[O:19]. The product is N(CC(=O)N1[C@H](C(=O)O)CCC1)C(=O)OC(C)(C)C (Boc-Gly-L-Pro-OH). Solvent: CN(C)C=O (DMF). Procedure details: 1.4 ml (11 mmol) of N-methylmorpholine are added to 1.15 g (10 mmol) of proline in 50 ml of DMF. The mixture is cooled with an ice bath, 3.06 g (10 mmol) of Boc-Gly-OSu are then added and the pH is adjusted to between 6 and 7 throughout the reaction (14 h) by successive additions of small amounts of N-methylmorpholine (this substance is used as a proton acceptor). The DMF is evaporated off and the evaporation residue is taken up with AcOEt; after precipitation in petroleum ether and then filtrat... Reactants: CN1CCOCC1 (N-methylmorpholine), CN1CCOCC1 (N-methylmorpholine), N1[C@H](C(=O)O)CCC1 (proline), N(CC(=O)ON1C(=O)CCC1=O)C(=O)OC(C)(C)C (Boc-Gly-OSu). Starting materials: O (water), C(C)(=O)O (acetic acid), [OH-].[Ni+2].[OH-] (nickel hydroxide), [Ni] (nickel). The product is final product, O.O.O.O.C(C)(=O)[O-].[Ni+2].C(C)(=O)[O-] (nickel acetate tetrahydrate). Reaction SMILES: [OH-:1].[Ni+2:2].[OH-].[Ni].O.[C:6]([OH:9])(=[O:8])[CH3:7]>>[OH2:8].[OH2:1].[OH2:8].[OH2:8].[C:6]([O-:9])(=[O:8])[CH3:7].[Ni+2:2].[C:6]([O-:9])(=[O:8])[CH3:7] |f:0.1.2,6.7.8.9.10.11.12|. Reported procedure: The nickel hydroxide (line 144) is transferred to the nickel re-slurry tank 147 where water (line 145) and 100 wt % acetic acid (146) are added to produce the final product, nickel acetate tetrahydrate (line 148). The reaction is shown below 2H2O+Ni(OH)2+2CH3COOH→Ni(CH3COO)2.4H2O Starting materials: BrC1=C(OCC2=CC(=CC=C2)F)C=CC(=C1)[N+](=O)[O-] (1-((2-bromo-4-nitrophenoxy)methyl)-3-fluorobenzene). Reagents/catalysts: [Pd] (palladium on carbon). Run in CO (methanol). Product: FC=1C=C(COC2=C(C=C(C=C2)N)Br)C=CC1 (4-(3-fluorobenzyloxy)-3-bromobenzenamine). Reaction SMILES: [Br:1][C:2]1[CH:16]=[C:15]([N+:17]([O-])=O)[CH:14]=[CH:13][C:3]=1[O:4][CH2:5][C:6]1[CH:11]=[CH:10][CH:9]=[C:8]([F:12])[CH:7]=1>CO.[Pd]>[F:12][C:8]1[CH:7]=[C:6]([CH:11]=[CH:10][CH:9]=1)[CH2:5][O:4][C:3]1[CH:13]=[CH:14][C:15]([NH2:17])=[CH:16][C:2]=1[Br:1]. Procedure details: A solution of (1-((2-bromo-4-nitrophenoxy)methyl)-3-fluorobenzene (3.26 g) in methanol (50 mL) with palladium on carbon (10%, 300 mg) was hydrogenated on a Parr shaker for 24 hours at 60 psi. The mixture was filtered through Celite and all solvents were removed under reduced pressure to give a white crystalline solid, which was used without further purification. LCMS ESI(+) m/z: 297 (M+1). The reactants are O=C([O-])O, CCOC(C)=O, CS(C)=O, ClCc1cccc2c(-c3ccc(Cl)cc3)nccc12, [Na+], N#C[Na]. The product is N#CCc1cccc2c(-c3ccc(Cl)cc3)nccc12. RXN SMILES: [C:27](=[O:28])([OH:29])[O-:30].[CH3:32][CH2:33][O:34][C:35](=[O:36])[CH3:37].[CH3:4][S:5]([CH3:6])=[O:7].[Cl:8][c:9]1[cH:10][cH:11][c:12](-[c:15]2[n:16][cH:17][cH:18][c:19]3[c:20]([CH2:25][Cl:26])[cH:21][cH:22][cH:23][c:24]23)[cH:13][cH:14]1.[Na+:31].[Na:1][C:2]#[N:3]>>[C:2](#[N:3])[CH2:25][c:20]1[c:19]2[cH:18][cH:17][n:16][c:15](-[c:12]3[cH:11][cH:10][c:9]([Cl:8])[cH:14][cH:13]3)[c:24]2[cH:23][cH:22][cH:21]1. Starting materials: ClC=1C=C(COC(=O)C=2C(C(=C(NC2C)C)C(=O)OC)C2=C(C=CC=C2)[N+](=O)[O-])C=CC1Cl (2,6-dimethyl-3-methoxycarbonyl-4-(2'-nitrophenyl)-1,4-dihydropyridine-5-carboxylic acid 3,4-dichlorobenzyl ester), C(C)O (ethanol), C(CC)O (n-propanol). Product: COC(=O)CC(=O)/C=C/C1=CC=CC=C1[N+](=O)[O-] (2'-nitrobenzylideneacetoacetic acid methyl ester), ClC=1C=C(COC(\C=C(\C)/N)=O)C=CC1Cl (β-aminocrotonic acid 3,4-dichlorobenzyl ester). Reaction SMILES: [Cl:1][C:2]1[CH:3]=[C:4]([CH:30]=[CH:31][C:32]=1[Cl:33])[CH2:5][O:6][C:7]([C:9]1[CH:10]([C:21]2[CH:26]=[CH:25][CH:24]=[CH:23][C:22]=2[N+:27]([O-:29])=[O:28])[C:11]([C:17]([O:19]C)=O)=C(C)[NH:13][C:14]=1[CH3:15])=[O:8].[CH2:34]([OH:36])C.[CH2:37]([OH:40])[CH2:38]C>>[CH3:34][O:36][C:37]([CH2:38][C:17](/[CH:11]=[CH:10]/[C:21]1[C:22]([N+:27]([O-:29])=[O:28])=[CH:23][CH:24]=[CH:25][CH:26]=1)=[O:19])=[O:40].[Cl:1][C:2]1[CH:3]=[C:4]([CH:30]=[CH:31][C:32]=1[Cl:33])[CH2:5][O:6][C:7](=[O:8])/[CH:9]=[C:14](\[NH2:13])/[CH3:15]. Procedure details: Analogously to Example 1 heating a solution of 75 mmols of 2'-nitrobenzylideneacetoacetic acid methyl ester and 75 mmols of β-aminocrotonic acid 3,4-dichlorobenzyl ester in 120 ml of n-propanol gave 2,6-dimethyl-3-methoxycarbonyl-4-(2'-nitrophenyl)-1,4-dihydropyridine-5-carboxylic acid 3,4-dichlorobenzyl ester of melting point 137° C (from ethanol).